This data is from the Open Reaction Database (ORD), a public repository of structured organic reaction records. The task is: describe an organic reaction: reactants, conditions, products, and yield Starting materials: C1CCOC1, CO, CCC(Oc1ccc(C(CC)(CC)c2ccc3cc(C(=O)NCC(=O)OC)ccc3c2)cc1C)C(O)C(C)(C)C, [Li+], [OH-], O. Yields the product CCC(Oc1ccc(C(CC)(CC)c2ccc3cc(C(=O)NCC(=O)O)ccc3c2)cc1C)C(O)C(C)(C)C. Reaction SMILES: [CH2:46]1[O:47][CH2:48][CH2:49][CH2:50]1.[CH3:44][OH:45].[CH3:4][O:5][C:6]([CH2:7][NH:8][C:9](=[O:10])[c:11]1[cH:12][c:13]2[cH:14][cH:15][c:16]([C:21]([CH2:22][CH3:23])([c:24]3[cH:25][c:26]([CH3:40])[c:27]([O:30][CH:31]([CH:32]([C:33]([CH3:34])([CH3:35])[CH3:36])[OH:37])[CH2:38][CH3:39])[cH:28][cH:29]3)[CH2:41][CH3:42])[cH:17][c:18]2[cH:19][cH:20]1)=[O:43].[Li+:2].[OH-:1].[OH2:3]>>[O:5]=[C:6]([CH2:7][NH:8][C:9](=[O:10])[c:11]1[cH:12][c:13]2[cH:14][cH:15][c:16]([C:21]([CH2:22][CH3:23])([c:24]3[cH:25][c:26]([CH3:40])[c:27]([O:30][CH:31]([CH:32]([C:33]([CH3:34])([CH3:35])[CH3:36])[OH:37])[CH2:38][CH3:39])[cH:28][cH:29]3)[CH2:41][CH3:42])[cH:17][c:18]2[cH:19][cH:20]1)[OH:43]. Reactants: [H-].[Na+] (sodium hydride), ClC1=NC=C(C#N)C=C1 (6-chloro-nicotinonitrile), CC1(COC2(OC1)CCC(CC2)O)C (3,3-dimethyl-1,5-dioxa-spiro[5.5]undecan-9-ol). Solvent: CN(C)C=O (DMF), CN(C)C=O (DMF), CN(C)C=O (DMF). Run at time 1 hour. Yields the product CC1(COC2(OC1)CCC(CC2)OC2=NC=C(C#N)C=C2)C (6-(3,3-Dimethyl-1,5-dioxa-spiro[5.5]undec-9-yloxy)-nicotinonitrile). The yield is 91.6%. Reaction SMILES: [CH3:1][C:2]1([CH3:14])[CH2:7][O:6][C:5]2([CH2:12][CH2:11][CH:10]([OH:13])[CH2:9][CH2:8]2)[O:4][CH2:3]1.[H-].[Na+].Cl[C:18]1[CH:25]=[CH:24][C:21]([C:22]#[N:23])=[CH:20][N:19]=1>CN(C=O)C>[CH3:1][C:2]1([CH3:14])[CH2:3][O:4][C:5]2([CH2:8][CH2:9][CH:10]([O:13][C:18]3[CH:25]=[CH:24][C:21]([C:22]#[N:23])=[CH:20][N:19]=3)[CH2:11][CH2:12]2)[O:6][CH2:7]1 |f:1.2|. Reported procedure: Add dropwise a solution of 3,3-dimethyl-1,5-dioxa-spiro[5.5]undecan-9-ol, (1445 mg, 7.22 mmol) in DMF (2.1 mL) to a suspension of sodium hydride (433 mg, 10.82 mmol) in DMF (8.6 mL). Let the reaction mixture stir at room temperature for 1 h, then heat while stirring at 50° C. for 20 min. Add dropwise a solution of 6-chloro-nicotinonitrile (1200 mg, 8.66 mmol) in DMF (4.5 mL). Continue the heating at 60° C. and stirring overnight. Concentrate the reaction mixture to remove DMF. Wash the residue w... Starting materials: C1=CC=CC1 (cyclopentadiene), C1C=CC2C1C3CC2C=C3 (dicyclopentadiene). The product is C1C[C@H]2[C@@H]3CC[C@@H](C3)[C@H]2C1 (JP-10), C1C=CC2C1C3CC2C=C3 (DCPD). Reaction SMILES: [CH:1]1[CH2:5][CH:4]=[CH:3][CH:2]=1.[CH2:6]1[CH:10]2[CH:11]3[CH:15]=[CH:14][CH:13]([CH:9]2[CH:8]=[CH:7]1)[CH2:12]3>>[CH2:7]1[CH2:6][C@H:10]2[C@H:9]([C@H:13]3[CH2:12][C@@H:11]2[CH2:15][CH2:14]3)[CH2:8]1.[CH2:2]1[CH:1]2[CH:8]3[CH:7]=[CH:6][CH:10]([CH:5]2[CH:4]=[CH:3]1)[CH2:9]3. Reported procedure: In the prior art, JP-10 is prepared by first completely hydrogenating extra-high purity cyclopentadiene (CPD) dimer, namely dicyclopentadiene (DCPD, freezing point of 33.6° C.), as a precursor to yield the solid endo-isomer of the hydrogenated derivative, namely endo-THDCPD (freezing point of 77° C.), wherein the hydrogenation of DCPD is carried out in two stages (the first stage and the second stage). In the first stage, the dihydro derivative, namely dihydrodicyclopentadiene (DHDCPD, freezing ... Starting materials: C(C)(=O)O[C@H]1[C@H](OC=2C=NC=C(C2)Br)SC[C@H]([C@@H]1OC(C)=O)OC(C)=O (5-bromo-3-pyridinyl 2,3,4-tri-O-acetyl-5-thio-β-D-xylopyranoside), IX, ClC1=C(C=NC=C1)C (4-chloro-3-methylpyridine). Yields the product C(C)(=O)O[C@H]1[C@H](OC=2C=NC=C(C2)C2=C(C=NC=C2)C)SC[C@H]([C@@H]1OC(C)=O)OC(C)=O (5-(3-Methyl-4-pyridinyl)-3-pyridinyl 2,3,4-tri-O-acetyl-5-thio-β-D-xylo-pyranoside), crystals. The yield is 15.0%. As a reaction SMILES: [C:1]([O:4][C@@H:5]1[C@@H:18]([O:19][C:20](=[O:22])[CH3:21])[C@H:17]([O:23][C:24](=[O:26])[CH3:25])[CH2:16][S:15][C@H:6]1[O:7][C:8]1[CH:9]=[N:10][CH:11]=[C:12](Br)[CH:13]=1)(=[O:3])[CH3:2].Cl[C:28]1[CH:33]=[CH:32][N:31]=[CH:30][C:29]=1[CH3:34]>>[C:1]([O:4][C@@H:5]1[C@@H:18]([O:19][C:20](=[O:22])[CH3:21])[C@H:17]([O:23][C:24](=[O:26])[CH3:25])[CH2:16][S:15][C@H:6]1[O:7][C:8]1[CH:9]=[N:10][CH:11]=[C:12]([C:28]2[CH:33]=[CH:32][N:31]=[CH:30][C:29]=2[CH3:34])[CH:13]=1)(=[O:3])[CH3:2]. Reported procedure: By carrying out the operation analogously to example 49, starting from 5-bromo-3-pyridinyl 2,3,4-tri-O-acetyl-5-thio-β-D-xylopyranoside, obtained according to preparation IX, and 4-chloro-3-methylpyridine, the desired product is obtained in the form of beige crystals (yield=15%). Reactants: CC(NC(=O)OC(C)(C)C)C(=O)O, CCOC(C)=O, C(=NC1CCCCC1)=NC1CCCCC1, Cl, COC(=O)C(N)Cc1ccc(Oc2ccc(CC3SC(=O)NC3=O)cc2)cc1, C1CCOC1, O. Yields the product COC(=O)C(Cc1ccc(Oc2ccc(CC3SC(=O)NC3=O)cc2)cc1)NC(=O)C(C)NC(=O)OC(C)(C)C. Reaction SMILES: [C:30]([CH3:31])([CH3:32])([CH3:33])[O:34][C:35](=[O:36])[NH:37][CH:38]([C:39](=[O:40])[OH:41])[CH3:42].[CH3:64][CH2:65][O:66][C:67](=[O:68])[CH3:69].[CH:43]1([N:44]=[C:45]=[N:46][CH:47]2[CH2:48][CH2:49][CH2:50][CH2:51][CH2:52]2)[CH2:53][CH2:54][CH2:55][CH2:56][CH2:57]1.[ClH:1].[NH2:2][CH:3]([CH2:4][c:5]1[cH:6][cH:7][c:8]([O:9][c:10]2[cH:11][cH:12][c:13]([CH2:14][CH:15]3[C:16](=[O:21])[NH:17][C:18](=[O:20])[S:19]3)[cH:22][cH:23]2)[cH:24][cH:25]1)[C:26](=[O:27])[O:28][CH3:29].[O:59]1[CH2:60][CH2:61][CH2:62][CH2:63]1.[OH2:58]>>[NH:2]([CH:3]([CH2:4][c:5]1[cH:6][cH:7][c:8]([O:9][c:10]2[cH:11][cH:12][c:13]([CH2:14][CH:15]3[C:16](=[O:21])[NH:17][C:18](=[O:20])[S:19]3)[cH:22][cH:23]2)[cH:24][cH:25]1)[C:26](=[O:27])[O:28][CH3:29])[C:39]([CH:38]([NH:37][C:35]([O:34][C:30]([CH3:31])([CH3:32])[CH3:33])=[O:36])[CH3:42])=[O:40].